From a dataset of the Open Reaction Database (ORD), a public repository of structured organic reaction records. describe an organic reaction: reactants, conditions, products, and yield Reactants: ClC1=CC(=NC(=N1)N1N=C(C=C1)C(F)(F)F)OC (6-chloro-4-methoxy-2-(3-trifluoromethyl-pyrazol-1-yl)-pyrimidine), COC1=CC=C(C=C1)B(O)O ((4-methoxy-phenyl)-boronic acid), COC1=NC(=NC(=C1)C1=CC=CC=C1)N1N=C(C=C1)C(F)(F)F (4-methoxy-6-phenyl-2-(3-trifluoromethyl-pyrazol-1-yl)-pyrimidine). Yields the product COC1=NC(=NC(=C1)C1=CC=C(C=C1)OC)N1N=C(C=C1)C(F)(F)F (4-Methoxy-6-(4-methoxy-phenyl)-2-(3-trifluoromethyl-pyrazol-1-yl)-pyrimidine). Isolated yield 55.0%. Reaction SMILES: Cl[C:2]1[N:7]=[C:6]([N:8]2[CH:12]=[CH:11][C:10]([C:13]([F:16])([F:15])[F:14])=[N:9]2)[N:5]=[C:4]([O:17][CH3:18])[CH:3]=1.[CH3:19][O:20][C:21]1[CH:26]=[CH:25][C:24](B(O)O)=[CH:23][CH:22]=1.COC1C=C(C2C=CC=CC=2)N=C(N2C=CC(C(F)(F)F)=N2)N=1>>[CH3:18][O:17][C:4]1[CH:3]=[C:2]([C:24]2[CH:25]=[CH:26][C:21]([O:20][CH3:19])=[CH:22][CH:23]=2)[N:7]=[C:6]([N:8]2[CH:12]=[CH:11][C:10]([C:13]([F:16])([F:15])[F:14])=[N:9]2)[N:5]=1. Procedure: 4-Methoxy-6-(4-methoxy-phenyl)-2-(3-trifluoromethyl-pyrazol-1-yl)-pyrimidine 307d was synthesized from compound 305 (1 g, 3.59 mmol) and (4-methoxy-phenyl)-boronic acid 306d (819 mg, 5.39 mmol), according to the procedure as described for compound 307b, as a beige solid in 55% yield. MS (ESI, EI+) m/z=351 (MH+). Reactants: [Mn](=O)(=O)(=O)[O-].[K+] (potassium permanganate), O (water), CC1C(C(CCC1)C)=O (2,6-dimethylcyclohexanone), O (water). Reaction conditions: temperature 30 celsius, time 1 hour. Yields the product CC(C(=O)O)CCCC(C)=O (2-methyl-6-oxoheptanoic acid). Yield: 53.2%. As a reaction SMILES: [Mn]([O-])(=O)(=O)=[O:2].[K+].[CH3:7][CH:8]1[CH2:13][CH2:12][CH2:11][CH:10]([CH3:14])[C:9]1=[O:15].[OH2:16]>>[CH3:7][CH:8]([CH2:13][CH2:12][CH2:11][C:10](=[O:2])[CH3:14])[C:9]([OH:15])=[O:16] |f:0.1|. Procedure: A suspension of potassium permanganate (195.7 g, 1.24 mol) in water (1390 ml) was added carefully to a mixture of 2,6-dimethylcyclohexanone (120.0 g, 0.95 mol) and water (600 ml) while stirring vigorously the mixture at 30° C. or lower over a period of about 1 hour, and the mixture was stirred at room temperature overnight. The produced manganese dioxide was filtrated, and the filtration cake was washed with methyl tert-butyl ether (250 ml) and water (250 ml). The organic layer of the filtrate w... The reactants are C(C1=CC=CC=C1)OC=1C=C(C#N)C=C(C1)O (3-benzyloxy-5-hydroxybenzonitrile), C(=O)(O)[O-].[Na+] (NaHCO3), Cl (HCl). Solvent: C1CCOC1 (THF), B.C1CCOC1 (BH3-THF). Run at time 20 hour. The product is C(C1=CC=CC=C1)OC=1C=C(CN)C=C(C1)O (3-benzyloxy-5-hydroxybenzylamine). As a reaction SMILES: [CH2:1]([O:8][C:9]1[CH:10]=[C:11]([CH:14]=[C:15]([OH:17])[CH:16]=1)[C:12]#[N:13])[C:2]1[CH:7]=[CH:6][CH:5]=[CH:4][CH:3]=1.Cl.C([O-])(O)=O.[Na+]>C1COCC1.B.C1COCC1>[CH2:1]([O:8][C:9]1[CH:10]=[C:11]([CH:14]=[C:15]([OH:17])[CH:16]=1)[CH2:12][NH2:13])[C:2]1[CH:7]=[CH:6][CH:5]=[CH:4][CH:3]=1 |f:2.3,5.6|. Procedure: 3-benzyloxy-5-hydroxybenzonitrile (225 mg, 1 mmol) was dissolved in 2 mL THF 2 mL of BH3-THF (1.5 M in THF and ether) was added dropwise, then the mixture was heated at reflux temperature for 3 hours. After cooling, the mixture was carefully poured to 3M HCl (ice cooled) and allowed to stir for 20 hours at room temperature. The mixture was neutralized with solid NaHCO3, thus the product precipitated as a white solid. The product was collected by filtration, washed with water, and dried (140 mg, ... Starting materials: CC(C)(C)OC(=O)N1C(Cc2ccccc2)C(CC2CCC(=O)CC2C(=O)O)OC1(C)C, CC(C)(C)N, CCN=C=NCCCN(C)C, ClCCl, Cl, O, On1nnc2ccccc21. The product is CC(C)(C)NC(=O)C1CC(=O)CCC1CC1OC(C)(C)N(C(=O)OC(C)(C)C)C1Cc1ccccc1. Reaction SMILES: [C:1]([CH3:2])([CH3:3])([CH3:4])[O:5][C:6](=[O:7])[N:8]1[C:9]([CH3:31])([CH3:32])[O:10][CH:11]([CH2:20][CH:21]2[CH:22]([C:28](=[O:29])[OH:30])[CH2:23][C:24](=[O:27])[CH2:25][CH2:26]2)[CH:12]1[CH2:13][c:14]1[cH:15][cH:16][cH:17][cH:18][cH:19]1.[C:33]([CH3:34])([CH3:35])([CH3:36])[NH2:37].[CH2:50]([N:51]=[C:52]=[N:53][CH2:54][CH2:55][CH2:56][N:57]([CH3:58])[CH3:59])[CH3:60].[Cl:61][CH2:62][Cl:63].[ClH:49].[OH2:38].[OH:39][n:40]1[c:41]2[cH:42][cH:43][cH:44][cH:45][c:46]2[n:47][n:48]1>>[C:1]([CH3:2])([CH3:3])([CH3:4])[O:5][C:6](=[O:7])[N:8]1[C:9]([CH3:31])([CH3:32])[O:10][CH:11]([CH2:20][CH:21]2[CH:22]([C:28](=[O:29])[NH:37][C:33]([CH3:34])([CH3:35])[CH3:36])[CH2:23][C:24](=[O:27])[CH2:25][CH2:26]2)[CH:12]1[CH2:13][c:14]1[cH:15][cH:16][cH:17][cH:18][cH:19]1. The reactants are [Si](C)(C)(C(C)(C)C)O[C@@H]1C[C@H](N(C1)C(=O)OCC1=CC=C(C=C1)[N+](=O)[O-])CO ((2S, 4R)-4-t-butyldimethylsilyloxy-2-hydroxymethyl-1-(4-nitrobenzyloxycarbonyl)pyrrolidine), [H][H] (hydrogen). Reagents/catalysts: [OH-].[OH-].[Pd+2] (palladium hydroxide on carbon). Run in CO (methanol). The product is [Si](C)(C)(C(C)(C)C)O[C@@H]1C[C@H](NC1)CO ((2S,4R)-4-t-butyldimethylsilyloxy-2-hydroxymethylpyrrolidine). RXN SMILES: [Si:1]([O:8][C@H:9]1[CH2:13][N:12](C(OCC2C=CC([N+]([O-])=O)=CC=2)=O)[C@H:11]([CH2:27][OH:28])[CH2:10]1)([C:4]([CH3:7])([CH3:6])[CH3:5])([CH3:3])[CH3:2].[H][H]>[OH-].[OH-].[Pd+2].CO>[Si:1]([O:8][C@H:9]1[CH2:13][NH:12][C@H:11]([CH2:27][OH:28])[CH2:10]1)([C:4]([CH3:7])([CH3:6])[CH3:5])([CH3:3])[CH3:2] |f:2.3.4|. Procedure details: A mixture of (2S, 4R)-4-t-butyldimethylsilyloxy-2-hydroxymethyl-1-(4-nitrobenzyloxycarbonyl)pyrrolidine (10.0 g), methanol (100 ml) and 20% palladium hydroxide on carbon (0.5 g) was stirred under atmospheric pressure of hydrogen at ambient temperature for 3 hours. The catalyst was filtered off and the filtrate was concentrated under reduced pressure to give (2S,4R)-4-t-butyldimethylsilyloxy-2-hydroxymethylpyrrolidine. To a solution of the compound obtained above in a mixture of tetrahydrofuran (... Starting materials: BrCC=1OC2=C(C1)C=CC=C2 (2-bromomethyl-benzofuran), COC1=C(C=CC(=C1)B1OC(C(O1)(C)C)(C)C)O (2-methoxy-4-(4,4,5,5-tetramethyl-[1,3,2]dioxaborolan-2-yl)-phenol). Product: COC1=C(OCC=2OC3=C(C2)C=CC=C3)C=CC(=C1)B1OC(C(O1)(C)C)(C)C (2-[2-methoxy-4-(4,4,5,5-tetramethyl-[1,3,2]dioxaborolan-2-yl)-phenoxymethyl]-benzofuran). The yield is 29.0%. RXN SMILES: Br[CH2:2][C:3]1[O:4][C:5]2[CH:11]=[CH:10][CH:9]=[CH:8][C:6]=2[CH:7]=1.[CH3:12][O:13][C:14]1[CH:19]=[C:18]([B:20]2[O:24][C:23]([CH3:26])([CH3:25])[C:22]([CH3:28])([CH3:27])[O:21]2)[CH:17]=[CH:16][C:15]=1[OH:29]>>[CH3:12][O:13][C:14]1[CH:19]=[C:18]([B:20]2[O:24][C:23]([CH3:26])([CH3:25])[C:22]([CH3:28])([CH3:27])[O:21]2)[CH:17]=[CH:16][C:15]=1[O:29][CH2:2][C:3]1[O:4][C:5]2[CH:11]=[CH:10][CH:9]=[CH:8][C:6]=2[CH:7]=1. Procedure: Alkylation of 2-bromomethyl-benzofuran with 2-methoxy-4-(4,4,5,5-tetramethyl-[1,3,2]dioxaborolan-2-yl)-phenol was carried out according to Example 136, Step 3, to give 2-[2-methoxy-4-(4,4,5,5-tetramethyl-[1,3,2]dioxaborolan-2-yl)-phenoxymethyl]-benzofuran in 29% yield. 1H NMR (400 MHz, CDCl3) δ ppm 1.3 (s, 12 H) 3.9 (s, 3 H) 5.3 (s, 2 H) 6.8 (d, J=0.8 Hz, 1 H) 7.0 (d, J=8.1 Hz, 1 H) 7.2 (m, 1 H) 7.3 (m, 2 H) 7.4 (dd, J=8.0, 1.4 Hz, 1 H) 7.5 (dd, J=8.1, 0.8 Hz, 1 H) 7.5 (dd, J=8.0, 1.1 Hz, 1 H).